Dataset: the Open Reaction Database (ORD), a public repository of structured organic reaction records. Task: describe an organic reaction: reactants, conditions, products, and yield The reactants are ClC=1C=C2C(C(N(C2=CC1)S(=O)(=O)C1=C(C=C(C=C1)OC)OC(F)(F)F)=O)(C1=C(C=CC=C1)OC)O (5-chloro-3-hydroxy-3-(2-methoxyphenyl)-1-{[4-methoxy-2-(trifluoromethoxy)phenyl]sulfonyl}-1,3-dihydro-2H-indol-2-one), S(=O)(Cl)Cl (thionyl chloride). The solvent is C(Cl)(Cl)Cl (CHCl3). Run at time 2 hour. Yields the product ClC1(C(N(C2=CC=C(C=C12)Cl)S(=O)(=O)C1=C(C=C(C=C1)OC)OC(F)(F)F)=O)C1=C(C=CC=C1)OC (3,5-dichloro-3-(2-methoxyphenyl)-1-{[4-methoxy-2-(trifluoromethoxy)phenyl]sulfonyl}-1,3-dihydro-2H-indol-2-one). The yield is 84.8%. Reaction SMILES: [Cl:1][C:2]1[CH:3]=[C:4]2[C:8](=[CH:9][CH:10]=1)[N:7]([S:11]([C:14]1[CH:19]=[CH:18][C:17]([O:20][CH3:21])=[CH:16][C:15]=1[O:22][C:23]([F:26])([F:25])[F:24])(=[O:13])=[O:12])[C:6](=[O:27])[C:5]2(O)[C:28]1[CH:33]=[CH:32][CH:31]=[CH:30][C:29]=1[O:34][CH3:35].S(Cl)([Cl:39])=O>C(Cl)(Cl)Cl>[Cl:39][C:5]1([C:28]2[CH:33]=[CH:32][CH:31]=[CH:30][C:29]=2[O:34][CH3:35])[C:4]2[C:8](=[CH:9][CH:10]=[C:2]([Cl:1])[CH:3]=2)[N:7]([S:11]([C:14]2[CH:19]=[CH:18][C:17]([O:20][CH3:21])=[CH:16][C:15]=2[O:22][C:23]([F:24])([F:26])[F:25])(=[O:13])=[O:12])[C:6]1=[O:27]. Procedure: To a solution of 3.00 g of compound obtained in Step 7-2-2 in CHCl3 (30 ml) was added sequentially 654 mg of Py and 984 mg of thionyl chloride under ice cooling, and the reaction mixture was stirred for 2 hours at the same temperature. The reaction solution was concentrated under reduced pressure, and the obtained residue was purified by column chromatography (silicagel 60; mobile phase: EtOAc/n-hexane=1/4; v/v) to obtain 2.63 g of the title compound (orange color solid). The reactants are cuprous iodide, C(#C)C1=CC=C2C(CCC(C2=C1)=O)(C)C (7-ethynyl-3,4-dihydro-4,4-dimethylnaphthalen-1(2H)-one), C(#C)C1=CC=C2C(CCC(C2=C1)=O)(C)C (7-ethynyl-3,4-dihydro-4,4-dimethylnaphthalen-1(2H)-one), IC1=CC=C(C(=O)OCC)C=C1 (ethyl 4-iodobenzoate). The reagents and catalysts are Cl[Pd]([P](C1=CC=CC=C1)(C2=CC=CC=C2)C3=CC=CC=C3)([P](C4=CC=CC=C4)(C5=CC=CC=C5)C6=CC=CC=C6)Cl (bis(triphenylphosphine)palladium(II) chloride). The solvent is C(C)N(CC)CC (triethylamine). Reaction conditions: time 18 hour. Yields the product CC1(C=2C=CC(=CC2C(CC1)=O)C#CC1=CC=C(C(=O)OCC)C=C1)C (Ethyl 4-[(5,6,7,8-tetrahydro-5,5-dimethyl-8-oxo-2- naphthalenyl)ethynyl]benzoate). Reaction SMILES: [C:1]([C:3]1[CH:12]=[C:11]2[C:6]([C:7]([CH3:15])([CH3:14])[CH2:8][CH2:9][C:10]2=[O:13])=[CH:5][CH:4]=1)#[CH:2].I[C:17]1[CH:27]=[CH:26][C:20]([C:21]([O:23][CH2:24][CH3:25])=[O:22])=[CH:19][CH:18]=1>C(N(CC)CC)C.Cl[Pd](Cl)([P](C1C=CC=CC=1)(C1C=CC=CC=1)C1C=CC=CC=1)[P](C1C=CC=CC=1)(C1C=CC=CC=1)C1C=CC=CC=1>[CH3:14][C:7]1([CH3:15])[CH2:8][CH2:9][C:10](=[O:13])[C:11]2[CH:12]=[C:3]([C:1]#[C:2][C:17]3[CH:27]=[CH:26][C:20]([C:21]([O:23][CH2:24][CH3:25])=[O:22])=[CH:19][CH:18]=3)[CH:4]=[CH:5][C:6]1=2 |^1:37,56|. Procedure details: To a solution of 4 g (21.7 mmol) of 7-ethynyl-3,4-dihydro-4,4-dimethylnaphthalen-1(2H)-one (Compound E ) flushed for 15 minutes with a stream of argon, and 6 g (21.7 mmol) of ethyl 4-iodobenzoate in 100 ml of triethylamine was added 5 g (7.2 mmol) of bis(triphenylphosphine)palladium(II) chloride and 1.4 g (7.2 mmol) of cuprous iodide. The mixture was flushed with argon for 5 minutes and then stirred at ambient temperature for 18 hours. The reaction mixture was filtered through Celite and the fil... Reactants: CC(C)c1noc(N2CCC(C(C)OS(C)(=O)=O)CC2)n1, CS(=O)(=O)c1ccc(-c2cnc(O)cn2)cc1, [K+], [K+], O=C([O-])[O-], CN(C)C=O. The product is CC(C)c1noc(N2CCC(C(C)Oc3cnc(-c4ccc(S(C)(=O)=O)cc4)cn3)CC2)n1. RXN SMILES: [CH3:18][S:19]([O:20][CH:23]([CH3:24])[CH:25]1[CH2:26][CH2:27][N:28]([c:31]2[n:32][c:33]([CH:36]([CH3:37])[CH3:38])[n:34][o:35]2)[CH2:29][CH2:30]1)(=[O:21])=[O:22].[CH3:1][S:2](=[O:3])(=[O:4])[c:5]1[cH:6][cH:7][c:8](-[c:11]2[n:12][cH:13][c:14]([OH:17])[n:15][cH:16]2)[cH:9][cH:10]1.[K+:39].[K+:40].[O-:41][C:42]([O-:43])=[O:44].[O:45]=[CH:46][N:47]([CH3:48])[CH3:49]>>[CH3:1][S:2](=[O:3])(=[O:4])[c:5]1[cH:6][cH:7][c:8](-[c:11]2[n:12][cH:13][c:14]([O:17][CH:23]([CH3:24])[CH:25]3[CH2:26][CH2:27][N:28]([c:31]4[n:32][c:33]([CH:36]([CH3:37])[CH3:38])[n:34][o:35]4)[CH2:29][CH2:30]3)[n:15][cH:16]2)[cH:9][cH:10]1. Reactants: BrN1C(CCC1=O)=O (N-bromosuccinimide), FC(C1=CC=C(C(N1)=O)C(=O)OC)F (methyl 6-(difluoromethyl)-2-oxo-1,2-dihydropyridine-3-carboxylate), O (water). Run in CN(C=O)C (N,N-dimethylformamide). Reaction conditions: time 2 hour. The product is BrC=1C=C(C(NC1C(F)F)=O)C(=O)OC (Methyl 5-bromo-6-(difluoromethyl)-2-oxo-1,2-dihydropyridine-3-carboxylate). As a reaction SMILES: [F:1][CH:2]([F:14])[C:3]1[NH:8][C:7](=[O:9])[C:6]([C:10]([O:12][CH3:13])=[O:11])=[CH:5][CH:4]=1.[Br:15]N1C(=O)CCC1=O.O>CN(C)C=O>[Br:15][C:4]1[CH:5]=[C:6]([C:10]([O:12][CH3:13])=[O:11])[C:7](=[O:9])[NH:8][C:3]=1[CH:2]([F:1])[F:14]. Procedure: 4.1 g (20 mmol) of methyl 6-(difluoromethyl)-2-oxo-1,2-dihydropyridine-3-carboxylate were dissolved in 20 ml of N,N-dimethylformamide, and 5.35 g (30 mmol) of N-bromosuccinimide were added at room temperature. After 2 hours of stirring, the reaction mixture was added to water and extracted with tert-butyl methyl ether. The extract was subsequently washed repeatedly with water. Drying and concentration finally gave 3.7 g (65% of theory) of the product. Starting materials: C(CC1=CC=CC=C1)C1=NC(NC=C1)=O (4-phenethylpyrimidin-2(1H)-one), BrC=1C=CC=2C3=C(N(C2C1)C)CCCN(C3)C(=O)OC(C)(C)C (tert-butyl 8-bromo-6-methyl-3,4,5,6-tetrahydroazepino[4,3-b]indole-2(1H) carboxylate), OC=1C=CC=C2C=CC=NC12 (8-hydroxyquinoline), C(=O)([O-])[O-].[Cs+].[Cs+] (Cs2CO3). The reagents and catalysts are [Cu]I (CuI). The solvent is CS(=O)C (DMSO). Run at temperature 135 celsius. Yields the product CN1C2=C(C=3C=CC(=CC13)N1C(N=C(C=C1)CCC1=CC=CC=C1)=O)CN(CCC2)C(=O)OC(C)(C)C (tert-butyl 6-methyl-8-(2-oxo-4-phenethylpyrimidin-1 (2H)-yl)-3,4,5,6-tetrahydroazepino[4,3-b]indole-2 (1H) carboxylate). Isolated yield 24.4%. As a reaction SMILES: [CH2:1]([C:9]1[CH:14]=[CH:13][NH:12][C:11](=[O:15])[N:10]=1)[CH2:2][C:3]1[CH:8]=[CH:7][CH:6]=[CH:5][CH:4]=1.Br[C:17]1[CH:18]=[CH:19][C:20]2[C:21]3[CH2:31][N:30]([C:32]([O:34][C:35]([CH3:38])([CH3:37])[CH3:36])=[O:33])[CH2:29][CH2:28][CH2:27][C:22]=3[N:23]([CH3:26])[C:24]=2[CH:25]=1.OC1C=CC=C2C=1N=CC=C2.C([O-])([O-])=O.[Cs+].[Cs+]>CS(C)=O.[Cu]I>[CH3:26][N:23]1[C:24]2[CH:25]=[C:17]([N:12]3[CH:13]=[CH:14][C:9]([CH2:1][CH2:2][C:3]4[CH:4]=[CH:5][CH:6]=[CH:7][CH:8]=4)=[N:10][C:11]3=[O:15])[CH:18]=[CH:19][C:20]=2[C:21]2[CH2:31][N:30]([C:32]([O:34][C:35]([CH3:38])([CH3:37])[CH3:36])=[O:33])[CH2:29][CH2:28][CH2:27][C:22]1=2 |f:3.4.5|. Procedure details: A suspension of 4-phenethylpyrimidin-2(1H)-one (55 mg, 0.28 mmol), tert-butyl 8-bromo-6-methyl-3,4,5,6-tetrahydroazepino[4,3-b]indole-2(1H) carboxylate (0.13 g, 0.34 mmol), 8-hydroxyquinoline (10 mg, 0.07 mmol) and Cs2CO3 (0.12 g, 0.36 mmol) in DMSO (4.5 mL) was degassed under reduced pressure for 15 min. CuI (65.0 mg, 0.34 mmol) was added to the above solution, and the reaction mixture was degassed under reduced pressure for 5 min. The suspension was heated at 135° C. in a microwave for 150 min... Starting materials: BrCC1=NN(C2=CC=CC=C12)C1=C(C#N)C=CC=C1 (2-(3-(bromomethyl)-1H-indazol-1-yl)benzonitrile), BrC1=CC=C2C(=NNC2=C1)C (6-bromo-3-methyl-1H-indazole), FC1=C(C#N)C=CC=C1 (2-fluorobenzonitrile). Run in O (H2O). The product is BrCC1=NN(C2=CC(=CC=C12)Br)C1=C(C#N)C=CC=C1 (2-(3-(Bromomethyl)-6-bromo-1H-indazol-1-yl)benzonitrile). Yield: 64.0%. As a reaction SMILES: [Br:1][CH2:2][C:3]1[C:11]2[C:6](=[CH:7][CH:8]=[CH:9][CH:10]=2)[N:5]([C:12]2[CH:19]=[CH:18][CH:17]=[CH:16][C:13]=2[C:14]#[N:15])[N:4]=1.[Br:20]C1C=C2C(C(C)=NN2)=CC=1.FC1C=CC=CC=1C#N>O>[Br:1][CH2:2][C:3]1[C:11]2[C:6](=[CH:7][C:8]([Br:20])=[CH:9][CH:10]=2)[N:5]([C:12]2[CH:19]=[CH:18][CH:17]=[CH:16][C:13]=2[C:14]#[N:15])[N:4]=1. Procedure: In a similar manner to that described for the preparation of 2-(3-(bromomethyl)-1H-indazol-1-yl)benzonitrile except in Step 1 the mixture was diluted with H2O and in Step 2 the mixture was heated at reflux overnight, 6-bromo-3-methyl-1H-indazole (1 g, 4.74 mmol) and 2-fluorobenzonitrile (0.617 mL, 5.69 mmol) were converted to the title compound (800 mg, 64%) as an off white solid. Starting materials: C(#N)CCC1CCC(CC1)N(C(C1=CC=C(C=C1)[C@](C(F)(F)F)(C)O)=O)C1CC1 ((S)-N-(4-(2-cyanoethyl)cyclohexyl)-N-cyclopropyl-4-(1,1,1-trifluoro-2-hydroxypropan-2-yl)benzamide), [OH-].[K+] (KOH), C(CCC)O (butanol). The solvent is O (water). Reaction conditions: temperature 85 celsius, time 15 hour. The product is NC(CCC1CCC(CC1)N(C(C1=CC=C(C=C1)[C@](C(F)(F)F)(C)O)=O)C1CC1)=O ((S)-N-(4-(3-amino-3-oxopropyl)cyclohexyl)-N-cyclopropyl-4-(1,1,1-trifluoro-2-hydroxypropan-2-yl)benzamide). As a reaction SMILES: [C:1]([CH2:3][CH2:4][CH:5]1[CH2:10][CH2:9][CH:8]([N:11]([CH:27]2[CH2:29][CH2:28]2)[C:12](=[O:26])[C:13]2[CH:18]=[CH:17][C:16]([C@@:19]([OH:25])([CH3:24])[C:20]([F:23])([F:22])[F:21])=[CH:15][CH:14]=2)[CH2:7][CH2:6]1)#[N:2].[OH-].[K+].C([OH:36])CCC>O>[NH2:2][C:1](=[O:36])[CH2:3][CH2:4][CH:5]1[CH2:6][CH2:7][CH:8]([N:11]([CH:27]2[CH2:28][CH2:29]2)[C:12](=[O:26])[C:13]2[CH:14]=[CH:15][C:16]([C@@:19]([OH:25])([CH3:24])[C:20]([F:21])([F:22])[F:23])=[CH:17][CH:18]=2)[CH2:9][CH2:10]1 |f:1.2|. Procedure details: To (S)-N-(4-(2-cyanoethyl)cyclohexyl)-N-cyclopropyl-4-(1,1,1-trifluoro-2-hydroxypropan-2-yl)benzamide prepared above (0.040 g, 0.098 mmol) and KOH (0.55 g, 0.98 mmol) was added tent-butanol (3.75 mL). The mixture was heated to 85° C. and stirred for 15 h. The solution was diluted with water (10 mL) and extracted with 10% MeOH in CH2Cl2 (2×15 mL). The combined organics were dried over Na2SO4 and removed in vacuo. Silica gel chromatography (gradient of 0-10% MeOH in CH2Cl2) afforded (S)-N-(4-(3-am... Starting materials: CN (methylamine), [OH-].[K+] (potassium hydroxide), Cl.ClC1=NC2=C(C3=NC4=CC=CC(=C4C(N31)=O)F)C=CN2S(=O)(=O)C2=CC=C(C=C2)C (5-chloro-8-fluoro-3-[(4-methylphenyl)sulfonyl]pyrrolo[2′,3′:4,5]pyrimido[6,1-b]quinazolin-7(3H)-one hydrogen chloride), CN([C@H](C(=O)N1CCC2=CC(=C(C=C12)N)OC)C)C (1-[(2S)-2-(dimethylamino)propanoyl]-5-(methyloxy)-2,3-dihydro-1H-indol-6-amine). Solvent: C1CCOC1 (THF), C1CCOC1 (THF), C(C)(=O)OCC (ethyl acetate). Conditions: temperature 65 celsius, time 8 hour. Product: CN([C@@H](C)C(=O)N1CCC2=CC(=C(C=C12)NC1=NC(=C2C(N1)=NC=C2)NC2=C(C(=O)NC)C(=CC=C2)F)OC)C (2-[(2-{[1-(N,N-dimethyl-L-alanyl)-5-(methyloxy)-2,3-dihydro-1H-indol-6-yl]amino}-1H-pyrrolo[2,3-d]pyrimidin-4-yl)amino]-6-fluoro-N-methylbenzamide). Yield: 35.0%. Reaction SMILES: Cl.Cl[C:3]1[N:16]2[C:7](=[N:8][C:9]3[C:14]([C:15]2=[O:17])=[C:13]([F:18])[CH:12]=[CH:11][CH:10]=3)[C:6]2[CH:19]=[CH:20][N:21](S(C3C=CC(C)=CC=3)(=O)=O)[C:5]=2[N:4]=1.[CH3:32][N:33]([CH3:50])[C@@H:34]([CH3:49])[C:35]([N:37]1[C:45]2[C:40](=[CH:41][C:42]([O:47][CH3:48])=[C:43]([NH2:46])[CH:44]=2)[CH2:39][CH2:38]1)=[O:36].[CH3:51][NH2:52].[OH-].[K+]>C1COCC1.C(OCC)(=O)C>[CH3:32][N:33]([CH3:50])[C@H:34]([C:35]([N:37]1[C:45]2[C:40](=[CH:41][C:42]([O:47][CH3:48])=[C:43]([NH:46][C:3]3[NH:4][C:5]4=[N:21][CH:20]=[CH:19][C:6]4=[C:7]([NH:8][C:9]4[CH:10]=[CH:11][CH:12]=[C:13]([F:18])[C:14]=4[C:15]([NH:52][CH3:51])=[O:17])[N:16]=3)[CH:44]=2)[CH2:39][CH2:38]1)=[O:36])[CH3:49] |f:0.1,4.5|. Procedure: A suspension of 5-chloro-8-fluoro-3-[(4-methylphenyl)sulfonyl]pyrrolo[2′,3′:4,5]pyrimido[6,1-b]quinazolin-7(3H)-one hydrogen chloride (500 mg, 1.043 mmol) and 1-[(2S)-2-(dimethylamino)propanoyl]-5-(methyloxy)-2,3-dihydro-1H-indol-6-amine (302 mg, 1.147 mmol) in THF (50 ml) was heated at 65° C. for 4 hrs. The reaction was diluted with ethyl acetate (200 ml) and washed with saturated NaHCO3 (300 ml). Organic layer was removed, concentrated by rotary evaporation, solids triturated from ethyl acetat... Reactants: N(=[N+]=[N-])C1=CC=C(CP(=O)=C(O)C[N+](C)(C)C)C=C1 (4-azidobenzylphosphorylcholine), [N+](=O)([O-])[O-].[Na+] (sodium nitrate), NC1=CC=C(CO)C=C1 (4-aminobenzyl alcohol), Cl (HCl), [N-]=[N+]=[N-].[Na+] (sodium azide). Product: N(=[N+]=[N-])C1=CC=C(CO)C=C1 (4-azidobenzyl alcohol). Yield: 55.0%. RXN SMILES: [N:1]([C:4]1[CH:19]=[CH:18][C:7]([CH2:8]P(=C(C[N+](C)(C)C)O)=O)=[CH:6][CH:5]=1)=[N+:2]=[N-:3].NC1C=CC(C[OH:26])=CC=1.Cl.[N+]([O-])([O-])=O.[Na+].[N-]=[N+]=[N-].[Na+]>>[N:1]([C:4]1[CH:19]=[CH:18][C:7]([CH2:8][OH:26])=[CH:6][CH:5]=1)=[N+:2]=[N-:3] |f:3.4,5.6|. Reported procedure: For example, 4-azidobenzylphosphorylcholine was made as follows: 4-aminobenzyl alcohol was treated with HCl and reacted with sodium nitrate, followed by sodium azide to yield 4-azidobenzyl alcohol. The product was recovered in 55% yield as a brown solid and purified by column chromatography. The product was characterized by NMR and IR. 4-azidobenzyl alcohol was treated with triethylamine, and 2-chloro-2-oxo-1,3,2-dioxaphospholane (COP) was added to the solution. The resulting compound was reacte... The reactants are COCCOCC(=O)O (2-(2-Methoxyethoxy)acetic acid), [OH-].[Na+] (sodium hydoxide), C(C1=CC=CC=C1)Br (Benzyl bromide). Reagents/catalysts: [Br-].C(CCC)[N+](CCCC)(CCCC)CCCC (tetrabutylammonium bromide). Solvent: ClCCl (dichloromethane). The product is COCCOCC(=O)OCC1=CC=CC=C1 (benzyl 2-(2-methoxyethoxy)acetate). Isolated yield 104.0%. Reaction SMILES: [CH3:1][O:2][CH2:3][CH2:4][O:5][CH2:6][C:7]([OH:9])=[O:8].[OH-].[Na+].[CH2:12](Br)[C:13]1[CH:18]=[CH:17][CH:16]=[CH:15][CH:14]=1>[Br-].C([N+](CCCC)(CCCC)CCCC)CCC.ClCCl>[CH3:1][O:2][CH2:3][CH2:4][O:5][CH2:6][C:7]([O:9][CH2:12][C:13]1[CH:18]=[CH:17][CH:16]=[CH:15][CH:14]=1)=[O:8] |f:1.2,4.5|. Procedure details: 2-(2-Methoxyethoxy)acetic acid (10 g; 75 mmole) and tetrabutylammonium bromide (25.3 g; 75 mmole) were dissolved in sodium hydoxide solution (2 M; 75 ml; 75 mmole). Benzyl bromide (15.3 g; 89 mmole) dissolved in dichloromethane (150 ml) was added. The reaction mixture was refluxed 4 hours. After separation the organic phase was dried with magnesium sulfate and evaporated. Chromatography using dichloromethane as eluant gave 17.5 g (94%) of benzyl 2-(2-methoxyethoxy)acetate.